This data is from the Open Reaction Database (ORD), a public repository of structured organic reaction records. The task is: describe an organic reaction: reactants, conditions, products, and yield Reactants: ClC1=NC=C(C(=O)NCC2=CN(C3=CC(=CC=C3C2=O)Cl)C2=CC=CC=C2)C=C1 (6-chloro-N-((7-chloro-4-oxo-1-phenyl-1,4-dihydroquinolin-3-yl)methyl)nicotinamide), N1(CCNCC1)C(=O)N (piperazine-1-carboxylic acid amide). Product: ClC1=CC=C2C(C(=CN(C2=C1)C1=CC=CC=C1)CNC(=O)C=1C=CC(=NC1)N1CCN(CC1)C(=O)N)=O (4-{5-[(7-Chloro-4-oxo-1-phenyl-1,4-dihydro-quinolin-3-ylmethyl)-carbamoyl]-pyridin-2-yl}-piperazine-1-carboxylic acid amide). As a reaction SMILES: Cl[C:2]1[CH:29]=[CH:28][C:5]([C:6]([NH:8][CH2:9][C:10]2[C:19](=[O:20])[C:18]3[C:13](=[CH:14][C:15]([Cl:21])=[CH:16][CH:17]=3)[N:12]([C:22]3[CH:27]=[CH:26][CH:25]=[CH:24][CH:23]=3)[CH:11]=2)=[O:7])=[CH:4][N:3]=1.[N:30]1([C:36]([NH2:38])=[O:37])[CH2:35][CH2:34][NH:33][CH2:32][CH2:31]1>>[Cl:21][C:15]1[CH:14]=[C:13]2[C:18]([C:19](=[O:20])[C:10]([CH2:9][NH:8][C:6]([C:5]3[CH:28]=[CH:29][C:2]([N:33]4[CH2:34][CH2:35][N:30]([C:36]([NH2:38])=[O:37])[CH2:31][CH2:32]4)=[N:3][CH:4]=3)=[O:7])=[CH:11][N:12]2[C:22]2[CH:23]=[CH:24][CH:25]=[CH:26][CH:27]=2)=[CH:17][CH:16]=1. Reported procedure: 4-{5-[(7-Chloro-4-oxo-1-phenyl-1,4-dihydro-quinolin-3-ylmethyl)-carbamoyl]-pyridin-2-yl}-piperazine-1-carboxylic acid amide was prepared starting from intermediate E and piperazine-1-carboxylic acid amide. MS calcd. for C27H25ClN6O3 [(M+H)+] 517.2, obsd. 517.0. Reactants: COC1=C(C(=CC=C1)OC)O (2,6-dimethoxyphenol), N12CCCCCC2=NCCC1 (1,8-diazabicyclo[5.4.0]undec-7-ene). The solvent is CCOC(=O)C (EtOAc), O (H2O). Run at temperature 90 celsius. Product: COC=1C(=C(C=CC1)OC)OC (trimethoxybenzene). Reaction SMILES: [CH3:1][O:2][C:3]1[CH:8]=[CH:7][CH:6]=[C:5]([O:9][CH3:10])[C:4]=1[OH:11].N12CCCN=C1CCCC[CH2:13]2>CCOC(C)=O.O>[CH3:10][O:9][C:5]1[C:4]([O:11][CH3:13])=[C:3]([O:2][CH3:1])[CH:8]=[CH:7][CH:6]=1. Procedure details: To a solution of 2,6-dimethoxyphenol (1.0 g, 6.49 mmol) in DMC (10 mL), 1,8-diazabicyclo[5.4.0]undec-7-ene (DBU) (0.99 g, 6.49 mmol) was added and the resulting solution was heated to reflux (90° C.) for 4.5 hours. The reaction was cooled to ambient temperature and diluted with EtOAc (50 mL) and H2O (40 mL). The organic layer was separated and washed in sequence with H2O (40 mL), 2M HCl (2×40 mL), 2M NaOH (2×40 mL) and H2O. The organic layer was dried over Na2SO4, filtered and concentrated under... Reaction SMILES: [O:1]1[CH:5]=[CH:4][CH:3]=[C:2]1[C:6]([NH:8][NH2:9])=[O:7].C1CCN2C(=NCCC2)CC1.[Cl:21][C:22]1[CH:27]=[C:26](Cl)[N:25]=[C:24]([S:29][CH3:30])[N:23]=1.Cl>CN(C=O)C>[Cl:21][C:22]1[CH:27]=[C:26]([NH:9][NH:8][C:6]([C:2]2[O:1][CH:5]=[CH:4][CH:3]=2)=[O:7])[N:25]=[C:24]([S:29][CH3:30])[N:23]=1. The yield is 78.0%. Reported procedure: Into 150 mL of DMF, 65 g (515 mmol) of 2-furoic hydrazide and 70 mL (510 mmol) of DBU were dissolved, and a DMF solution of 4,6-dichloro-2-methylthiopyrimidine (50.0 g (256 mmol)/100 mL) was slowly added dropwise thereto at room temperature (inner temperature was controlled at 45° C. or lower). After stirring at room temperature for about 2 hours, the reaction solution was poured into ice-water and the pH was adjusted to 6 to 7 with a 2 mol/L hydrochloric acid solution, followed by collecting th... The reactants are ClC1=NC(=NC(=C1)Cl)SC (4,6-dichloro-2-methylthiopyrimidine), O1C(=CC=C1)C(=O)NN (2-furoic hydrazide), C1CCC2=NCCCN2CC1 (DBU), ice water, Cl (hydrochloric acid). The product is ClC1=NC(=NC(=C1)NNC(=O)C=1OC=CC1)SC (N-(4-Chloro-2-methylthiopyrimidin-6-yl)-N′-(2-furoyl)hydrazine), crystals. Run at time 2 hour. Run in CN(C)C=O (DMF), CN(C)C=O (DMF). Starting materials: NC1CCN2CCC3=C(C2C1)C=C(C(=C3)OC)OC (2-amino-1,3,4,6,7,11b-hexahydro-9,10-dimethoxy-2H-benzo[a]quinolizine), [OH-].[Na+] (NaOH), COC1=CC=C(C=C1)CC(=O)Cl (4-methoxyphenylacetyl chloride). The solvent is C1(=CC=CC=C1)C (toluene). Reaction conditions: time 1 hour. Yields the product Cl.COC1=CC2=C(C3CC(CCN3CC2)NC(CC2=CC=C(C=C2)OC)=O)C=C1OC (1,3,4,6,7,11b-Hexahydro-9,10-dimethoxy-2-(4-methoxyphenylacetylamino)-2H-benzo[a]quinolizine hydrochloride). Yield: 17.0%. Reaction SMILES: [NH2:1][CH:2]1[CH2:11][CH:10]2[N:5]([CH2:6][CH2:7][C:8]3[CH:15]=[C:14]([O:16][CH3:17])[C:13]([O:18][CH3:19])=[CH:12][C:9]=32)[CH2:4][CH2:3]1.[OH-].[Na+].[CH3:22][O:23][C:24]1[CH:29]=[CH:28][C:27]([CH2:30][C:31]([Cl:33])=[O:32])=[CH:26][CH:25]=1>C1(C)C=CC=CC=1>[ClH:33].[CH3:17][O:16][C:14]1[C:13]([O:18][CH3:19])=[CH:12][C:9]2[CH:10]3[N:5]([CH2:6][CH2:7][C:8]=2[CH:15]=1)[CH2:4][CH2:3][CH:2]([NH:1][C:31](=[O:32])[CH2:30][C:27]1[CH:28]=[CH:29][C:24]([O:23][CH3:22])=[CH:25][CH:26]=1)[CH2:11]3 |f:1.2,5.6|. Procedure details: To a cold mixture of 2-amino-1,3,4,6,7,11b-hexahydro-9,10-dimethoxy-2H-benzo[a]quinolizine (7.3 g, 0.029 mole), 200 ml of toluene and 50 ml of 20% NaOH was added dropwise 5.5 g of 4-methoxyphenylacetyl chloride. The resulting mixture was stirred in the cold for 1 hour whereupon the solid product was collected by filtration and chromatographed over silica gel using ethyl acetate-methanol (3:1) as eluant. The major fraction (3.4 g) was converted to the HCl salt with hydrogen chloride in 2-propanol...